Dataset: the Open Reaction Database (ORD), a public repository of structured organic reaction records. Task: describe an organic reaction: reactants, conditions, products, and yield The reactants are C(C)OC(=O)[C@@H]1[C@H](C1)C1=CC=C(C=C1)O[C@@H]1CCC2=C(C=CC(=C12)F)OC1=CC=C(C=C1)OCC1=CC=CC=C1 ((1S,2S)-2-{4-[(R)-4-(4-Benzyloxy-phenoxy)-7-fluoro-indan-1-yloxy]-phenyl}-cyclopropanecarboxylic acid ethyl ester), C(C)OC(=O)[C@@H]1[C@H](C1)C1=CC=C(C=C1)O[C@@H]1CCC2=C(C=CC(=C12)F)O ((1S,2S)-2-[4-((R)-7-Fluoro-4-hydroxy-indan-1-yloxy)-phenyl]-cyclopropanecarboxylic acid ethyl ester), C(C)OC(=O)[C@@H]1[C@H](C1)C1=CC=C(C=C1)O[C@@H]1CCC2=C(C=CC(=C12)F)O ((1S,2S)-2-[4-((R)-7-Fluoro-4-hydroxy-indan-1-yloxy)-phenyl]-cyclopropanecarboxylic acid ethyl ester), C(C1=CC=CC=C1)OC1=C(C=C(C=C1)B(O)O)F (4-benzyloxy-3-fluorophenylboronic acid). Yields the product C(C)OC(=O)[C@@H]1[C@H](C1)C1=CC=C(C=C1)O[C@@H]1CCC2=C(C=CC(=C12)F)OC1=CC(=C(C=C1)OCC1=CC=CC=C1)F ((1S,2S)-2-{4-[(R)-4-(4-Benzyloxy-3-fluoro-phenoxy)-7-fluoro-indan-1-yloxy]-phenyl}-cyclopropanecarboxylic acid ethyl ester). RXN SMILES: [CH2:1]([O:3][C:4]([C@H:6]1[CH2:8][C@@H:7]1[C:9]1[CH:14]=[CH:13][C:12]([O:15][C@H:16]2[C:24]3[C:19](=[C:20]([OH:26])[CH:21]=[CH:22][C:23]=3[F:25])[CH2:18][CH2:17]2)=[CH:11][CH:10]=1)=[O:5])[CH3:2].[CH2:27]([O:34][C:35]1[CH:40]=[CH:39][C:38](B(O)O)=[CH:37][C:36]=1[F:44])[C:28]1[CH:33]=[CH:32][CH:31]=[CH:30][CH:29]=1.C(OC([C@H]1C[C@@H]1C1C=CC(O[C@H]2C3C(=C(OC4C=CC(OCC5C=CC=CC=5)=CC=4)C=CC=3F)CC2)=CC=1)=O)C>>[CH2:1]([O:3][C:4]([C@H:6]1[CH2:8][C@@H:7]1[C:9]1[CH:10]=[CH:11][C:12]([O:15][C@H:16]2[C:24]3[C:19](=[C:20]([O:26][C:38]4[CH:39]=[CH:40][C:35]([O:34][CH2:27][C:28]5[CH:29]=[CH:30][CH:31]=[CH:32][CH:33]=5)=[C:36]([F:44])[CH:37]=4)[CH:21]=[CH:22][C:23]=3[F:25])[CH2:18][CH2:17]2)=[CH:13][CH:14]=1)=[O:5])[CH3:2]. Reported procedure: The title compound is prepared from (1S,2S)-2-[4-((R)-7-fluoro-4-hydroxy-indan-1-yloxy)-phenyl]-cyclopropanecarboxylic acid ethyl ester (Intermediate 5, 0.8 g, 2.2 mmol) and 4-benzyloxy-3-fluorophenylboronic acid (2.21 g, 9.0 mmol) in a manner analogous to that described for Intermediate 6 (Yield 0.8 g). LC (METHOD 6): tR=0.96 min; Mass spectrum (ES+): m/z=557 [M+H]+. The product is FC=1C=CC2=C(N(C3=C(OC2)C=CC=C3)[C@H]3CN(CC3)CCC3=CC(=CC=C3)N3CCCC3)C1 ((R)-3-fluoro-5,11-dihydro-5-[1-(3-pyrrolidinophenethyl)pyrrolidin-3-yl]dibenzo[b,e]-[1,4]oxazepine). Reaction SMILES: [H-].[Na+].[F:3][C:4]1[CH:5]=[CH:6][C:7]2[CH2:13][O:12][C:11]3[CH:14]=[CH:15][CH:16]=[CH:17][C:10]=3[NH:9][C:8]=2[CH:18]=1.CS(O[C@H:24]1[CH2:28][CH2:27][N:26]([CH2:29][CH2:30][C:31]2[CH:36]=[CH:35][CH:34]=[C:33]([N:37]3[CH2:41][CH2:40][CH2:39][CH2:38]3)[CH:32]=2)[CH2:25]1)(=O)=O.[Cl-].[Na+]>CCCCCC.CS(C)=O.C(OCC)(=O)C>[F:3][C:4]1[CH:5]=[CH:6][C:7]2[CH2:13][O:12][C:11]3[CH:14]=[CH:15][CH:16]=[CH:17][C:10]=3[N:9]([C@@H:28]3[CH2:24][CH2:25][N:26]([CH2:29][CH2:30][C:31]4[CH:36]=[CH:35][CH:34]=[C:33]([N:37]5[CH2:41][CH2:40][CH2:39][CH2:38]5)[CH:32]=4)[CH2:27]3)[C:8]=2[CH:18]=1 |f:0.1,4.5|. Solvent: CS(=O)C (dimethyl sulfoxide), C(C)(=O)OCC (ethyl acetate), CCCCCC (hexane), CS(=O)C (dimethyl sulfoxide). Conditions: time 30 minute. Procedure: 60% sodium hydride (88 mg, 2.2 mmol) was washed with hexane in argon gas stream and then suspended in dimethyl sulfoxide (10 ml). The obtained suspension was stirred at room temperature for 30 minutes. 3-Fluoro-5,11-dihydrodibenzo[b,e][1,4]oxazepine (0.43 g, 2.0 mmol) was added to the suspension, and they were stirred at room temperature for 30 minutes. After stirring at 50° C. for 30 minutes, a solution of (S)-3-methanesulfonyloxy-1-(3-pyrrolidinophenethyl)pyrrolidine (0.34 g, 1.0 mmol) in dime... The reactants are CS(=O)(=O)O[C@@H]1CN(CC1)CCC1=CC(=CC=C1)N1CCCC1 ((S)-3-methanesulfonyloxy-1-(3-pyrrolidinophenethyl)pyrrolidine), [Cl-].[Na+] (sodium chloride), [H-].[Na+] (sodium hydride), FC=1C=CC2=C(NC3=C(OC2)C=CC=C3)C1 (3-Fluoro-5,11-dihydrodibenzo[b,e][1,4]oxazepine). Starting materials: CCOc1ccc(F)cc1, [Li]CCCC, C1CCOC1, CN(C)CCN(C)CCN(C)C, CCCCCC, COB(OC)OC. Product: CCOc1ccc(F)c(O)c1. As a reaction SMILES: [CH2:1]([CH3:2])[O:3][c:4]1[cH:5][cH:6][c:7]([F:10])[cH:8][cH:9]1.[CH2:23]([Li:24])[CH2:25][CH2:26][CH3:27].[CH2:41]1[O:42][CH2:43][CH2:44][CH2:45]1.[CH3:11][N:12]([CH3:13])[CH2:14][CH2:15][N:16]([CH3:17])[CH2:18][CH2:19][N:20]([CH3:21])[CH3:22].[CH3:28][CH2:29][CH2:30][CH2:31][CH2:32][CH3:33].[CH3:34][O:35][B:36]([O:37][CH3:38])[O:39][CH3:40]>>[CH2:1]([CH3:2])[O:3][c:4]1[cH:5][cH:6][c:7]([F:10])[c:8]([OH:35])[cH:9]1. The reactants are ClC(=C[C@H]1C([C@H]1C(=O)O)(C)C)Cl (cis-3-(2,2-dichlorovinyl)2,2-dimethylcyclopropanecarboxylic acid), C(Br)Br (methylene bromide), C(Br)Br (methylene bromide), Br (hydrogen bromide), Cl (hydrochloric acid), [Al] (aluminum), [Al] (aluminum), Br (HBr), [Al] (aluminum). Reported procedure: Anhydrous hydrogen bromide gas was introduced through a pipet (below the liquid level in the flask) to a stirred suspension of a small portion of aluminum shot in methylene bromide (250 ml) at 60°. The temperature was maintained at 60°-65° by heating or cooling as required during the portionwise addition of the aluminum shot (9.67 g, 0.358 mole total). The flow of HBr was maintained until all the aluminum had reacted to produce a cloudy brown mixture. The temperature of the reaction mixture was ... Yields the product BrC(=CC1C(C1C(=O)O)(C)C)Br (3-(2,2-dibromovinyl)-2,2-dimethylcyclopropanecarboxylic acid). Reaction SMILES: Br.[Al].ClC(Cl)=[CH:5][C@@H:6]1[C@H:8]([C:9]([OH:11])=[O:10])[C:7]1([CH3:13])[CH3:12].Cl.[CH2:16]([Br:18])[Br:17]>>[Br:17][C:16]([Br:18])=[CH:5][CH:6]1[CH:8]([C:9]([OH:11])=[O:10])[C:7]1([CH3:13])[CH3:12]. Conditions: time 20 minute. Reported procedure: Preparation analogous to 96a by using 3-chloro-N-(5-(3-(2-cyanopropan-2-yl)benzamido)-2-methylphenyl)thieno[2,3-b]pyrazine-6-carboxamide 95 (0.061 mmol, 30 mg) and 1-amino-2-dimethylaminoethane (1.531 mmol, 167 μL, 135 mg) to give N-(5-(3-(2-cyanopropan-2-yl)benzamido)-2-methylphenyl)-3-(2-(dimethylamino)ethylamino)thieno[2,3-b]pyrazine-6-carboxamide 96c (12 mg, 36%). NMR (400 MHz, DMSO-d6) 1.75 (s, 6H), 2.22 (s, 6H), 2.24 (s, 3H), 3.45 (q, J=5.9 Hz, 2H), 7.28 (d, J=8.2 Hz, 1H), 7.61 (m, 2H), 7.... Yield: 36.0%. Yields the product C(#N)C(C)(C)C=1C=C(C(=O)NC=2C=CC(=C(C2)NC(=O)C2=CC=3C(=NC(=CN3)NCCN(C)C)S2)C)C=CC1 (N-(5-(3-(2-cyanopropan-2-yl)benzamido)-2-methylphenyl)-3-(2-(dimethylamino)ethylamino)thieno[2,3-b]pyrazine-6-carboxamide). As a reaction SMILES: [C:1]([C:3]([C:6]1[CH:7]=[C:8]([CH:33]=[CH:34][CH:35]=1)[C:9]([NH:11][C:12]1[CH:13]=[CH:14][C:15]([CH3:32])=[C:16]([NH:18][C:19]([C:21]2[S:31][C:24]3=[N:25][C:26]([NH:29][CH3:30])=[CH:27][N:28]=[C:23]3[CH:22]=2)=[O:20])[CH:17]=1)=[O:10])([CH3:5])[CH3:4])#[N:2].ClC1N=C2SC(C(NC3C=C(NC(=O)C4C=CC=C(C(C#N)(C)C)C=4)C=CC=3C)=O)=CC2=NC=1.NC[CH2:72][N:73]([CH3:75])[CH3:74]>>[C:1]([C:3]([C:6]1[CH:7]=[C:8]([CH:33]=[CH:34][CH:35]=1)[C:9]([NH:11][C:12]1[CH:13]=[CH:14][C:15]([CH3:32])=[C:16]([NH:18][C:19]([C:21]2[S:31][C:24]3=[N:25][C:26]([NH:29][CH2:30][CH2:72][N:73]([CH3:75])[CH3:74])=[CH:27][N:28]=[C:23]3[CH:22]=2)=[O:20])[CH:17]=1)=[O:10])([CH3:5])[CH3:4])#[N:2]. Starting materials: C(#N)C(C)(C)C=1C=C(C(=O)NC=2C=CC(=C(C2)NC(=O)C2=CC=3C(=NC(=CN3)NC)S2)C)C=CC1 (N-(5-(3-(2-cyanopropan-2-yl)benzamido)-2-methylphenyl)-3-(methylamino)thieno[2,3-b]pyrazine-6-carboxamide), ClC1=CN=C2C(=N1)SC(=C2)C(=O)NC2=C(C=CC(=C2)NC(C2=CC(=CC=C2)C(C)(C)C#N)=O)C (3-chloro-N-(5-(3-(2-cyanopropan-2-yl)benzamido)-2-methylphenyl)thieno[2,3-b]pyrazine-6-carboxamide), NCCN(C)C (1-amino-2-dimethylaminoethane). The reactants are CS(=O)(=O)Cl, CCN(C(C)C)C(C)C, ClCCl, OCC1=C(c2ccccc2F)CCC1, O. Product: Fc1ccccc1C1=C(CCl)CCC1. Reaction SMILES: [CH3:24][S:25]([Cl:26])(=[O:27])=[O:28].[CH:1]([N:2]([CH2:3][CH3:4])[CH:5]([CH3:6])[CH3:7])([CH3:8])[CH3:9].[Cl:30][CH2:31][Cl:32].[F:10][c:11]1[c:12]([C:17]2=[C:18]([CH2:22][OH:23])[CH2:19][CH2:20][CH2:21]2)[cH:13][cH:14][cH:15][cH:16]1.[OH2:29]>>[F:10][c:11]1[c:12]([C:17]2=[C:18]([CH2:22][Cl:26])[CH2:19][CH2:20][CH2:21]2)[cH:13][cH:14][cH:15][cH:16]1. The reactants are C(=O)=O (dry ice), C(CCC)[Li] (n-butyllithium), BrC1=CSC=C1Br (3,4-dibromothiophene). Run in CCOCC (ether), CCOCC (ether), CCOCC (ether). Reaction conditions: time 5 minute. Product: BrC=1C(=CSC1)C(=O)O (4-Bromo-3-thiophenecarboxylic Acid). The yield is 88.1%. Reaction SMILES: C([Li])CCC.Br[C:7]1[C:11]([Br:12])=[CH:10][S:9][CH:8]=1.[C:13](=[O:15])=[O:14]>CCOCC>[Br:12][C:11]1[C:7]([C:13]([OH:15])=[O:14])=[CH:8][S:9][CH:10]=1. Procedure: To 400 ml of dry ether, under nitrogen, cooled to -70° C., was added a solution of 256 ml of n-butyllithium (1.6 m in hexane). A solution of 96.8 g of 3,4-dibromothiophene in 600 ml of ether was added, dropwise over a 20 minute period, maintaining the reaction temperature between -78° C. and -60° C. After stirring for an additional 5 minutes, the solution was transferred via a double-tipped needle, under nitrogen pressure, to an already prepared solution of 80 g of crushed dry ice in 400 ml of e... The reactants are ClC1=NC=C(C=C1)C(F)(F)F (2-chloro-5-(trifluoromethyl)-pyridine), ClC1=C(C=CC(=C1)Cl)C1=NC(=NC=C1C=1NC=C(N1)C)NCCNC1=CC=C(C=N1)C#N (6-[(2-{[4-(2,4-dichlorophenyl)-5-(4-methylimidazol-2-yl)pyrimidin-2-yl]amino}ethyl)amino]pyridine-3-carbonitrile). The product is ClC1=C(C=CC(=C1)Cl)C1=NC(=NC=C1C=1NC=C(N1)C)NCCNC1=NC=C(C=C1)C(F)(F)F ([4-(2,4-dichlorophenyl)-5-(4-methylimidazol-2-yl)pyrimidin-2-yl](2-{[5-(trifluoromethyl)(2-pyridyl)]amino}ethyl)amine). Reaction SMILES: Cl[C:2]1[CH:7]=[CH:6][C:5]([C:8]([F:11])([F:10])[F:9])=[CH:4][N:3]=1.[Cl:12][C:13]1[CH:18]=[C:17]([Cl:19])[CH:16]=[CH:15][C:14]=1[C:20]1[C:25]([C:26]2[NH:27][CH:28]=[C:29]([CH3:31])[N:30]=2)=[CH:24][N:23]=[C:22]([NH:32][CH2:33][CH2:34][NH:35]C2N=CC(C#N)=CC=2)[N:21]=1>>[Cl:12][C:13]1[CH:18]=[C:17]([Cl:19])[CH:16]=[CH:15][C:14]=1[C:20]1[C:25]([C:26]2[NH:27][CH:28]=[C:29]([CH3:31])[N:30]=2)=[CH:24][N:23]=[C:22]([NH:32][CH2:33][CH2:34][NH:35][C:2]2[CH:7]=[CH:6][C:5]([C:8]([F:11])([F:10])[F:9])=[CH:4][N:3]=2)[N:21]=1. Procedure: [4-(2,4-dichlorophenyl)-5-(4-methylimidazol-2-yl)pyrimidin-2-yl](2-{[5-(trifluoromethyl)(2-pyridyl)]amino}ethyl)amine was prepared from 2-chloro-5-(trifluoromethyl)-pyridine using the general method for 6-[(2-{[4-(2,4-dichlorophenyl)-5-(4-methylimidazol-2-yl)pyrimidin-2-yl]amino}ethyl)amino]pyridine-3-carbonitrile. Conditions: temperature -78 celsius, time 1 hour. Isolated yield 96.7%. Product: FC1=C(C=CC(=C1)N1C(O[C@H](C1)CO)=O)N1CC2C(C1)CC1(OCCO1)C2 (2-[2-fluoro-4-[(5R)-5-(hydroxymethyl)-2-oxo-3-oxazolidiny]phenyl]-hexahydro-1H-spiro[cyclopenta[c]pyrrol-5,2′-[1,3]dioxolane]). Reaction SMILES: C([O:8][C:9]([NH:11][C:12]1[CH:17]=[CH:16][C:15]([N:18]2[CH2:22][CH:21]3[CH2:23][C:24]4([CH2:29][CH:20]3[CH2:19]2)[O:28][CH2:27][CH2:26][O:25]4)=[C:14]([F:30])[CH:13]=1)=[O:10])C1C=CC=CC=1.C([Li])CCC.[C:36](OC[C@@H]1OC1)(=[O:40])[CH2:37][CH2:38]C>O1CCCC1>[F:30][C:14]1[CH:13]=[C:12]([N:11]2[CH2:38][C@H:37]([CH2:36][OH:40])[O:8][C:9]2=[O:10])[CH:17]=[CH:16][C:15]=1[N:18]1[CH2:19][CH:20]2[CH2:29][C:24]3([CH2:23][CH:21]2[CH2:22]1)[O:25][CH2:26][CH2:27][O:28]3. The solvent is O1CCCC1 (tetrahydrofuran). The reactants are C(C1=CC=CC=C1)OC(=O)NC1=CC(=C(C=C1)N1CC2C(C1)CC1(OCCO1)C2)F (2-[4-[[(benzyloxy)carbonyl]amino]-2-fluorophenyl]-hexahydro-1H-spiro[cyclopenta[c]pyrrol-5,2′-[1,3]dioxolane]), C(CCC)[Li] (n-butyllithium), C(CCC)(=O)OC[C@H]1CO1 ((−)-(R)-glycidyl butyrate). Reported procedure: 24.12 g (58.5 mmol) of 2-[4-[[(benzyloxy)carbonyl]amino]-2-fluorophenyl]-hexahydro-1H-spiro[cyclopenta[c]pyrrol-5,2′-[1,3]dioxolane] prepared in the step 6 was dissolved in 250 ml of tetrahydrofuran, the temperature was cooled to −78° C., and 44 ml (70.4 mmol) of 1.6 M n-butyllithium was slowly added over 30 minutes. After the reaction mixture was stirred for 1 hour, 9.11 ml (60.0 mmol) of (−)-(R)-glycidyl butyrate was added dropwise over 30 minutes, and the mixture was stirred for 12 hours whil... Reactants: CC(=O)[O-], CC(=O)[O-], CC(=O)O, CCc1ccccc1, [Co+2], O, O, O, O, O=C1CCC(=O)N1O. Product: CC(=O)c1ccccc1. RXN SMILES: [C:25]([O-:26])(=[O:27])[CH3:28].[C:30]([O-:31])(=[O:32])[CH3:33].[CH3:17][C:18](=[O:19])[OH:20].[CH3:9][CH2:10][c:11]1[cH:12][cH:13][cH:14][cH:15][cH:16]1.[Co+2:29].[OH2:21].[OH2:22].[OH2:23].[OH2:24].[OH:1][N:2]1[C:3](=[O:4])[CH2:5][CH2:6][C:7]1=[O:8]>>[O:1]=[C:10]([CH3:9])[c:11]1[cH:12][cH:13][cH:14][cH:15][cH:16]1.